Dataset: the Open Reaction Database (ORD), a public repository of structured organic reaction records. Task: describe an organic reaction: reactants, conditions, products, and yield The reactants are C(CCC)C1=NC2=C(N1CC1=CC=C(C=C1)OC(C1=CC=CC=C1)C(=O)OCC)C=C(C=C2C)NC(=O)C2CCCCC2 (2-n-butyl-4-methyl-1-[4-[(α-ethoxycarbonyl)benzyloxy]benzyl]-6-cyclohexylcarbonylaminobenzimidazole), [OH-].[Na+] (sodium hydroxide). The solvent is C(C)O (ethanol). The product is C(CCC)C1=NC2=C(N1CC1=CC=C(C=C1)OC(C1=CC=CC=C1)C(=O)O)C=C(C=C2C)NC(=O)C2CCCCC2 (2-n-Butyl-4-methyl-1-[4-[(α-carboxy)benzyloxy]benzyl]-6-cyclohexylcarbonylamino-benzimidazole). RXN SMILES: [CH2:1]([C:5]1[N:9]([CH2:10][C:11]2[CH:16]=[CH:15][C:14]([O:17][CH:18]([C:25]([O:27]CC)=[O:26])[C:19]3[CH:24]=[CH:23][CH:22]=[CH:21][CH:20]=3)=[CH:13][CH:12]=2)[C:8]2[CH:30]=[C:31]([NH:35][C:36]([CH:38]3[CH2:43][CH2:42][CH2:41][CH2:40][CH2:39]3)=[O:37])[CH:32]=[C:33]([CH3:34])[C:7]=2[N:6]=1)[CH2:2][CH2:3][CH3:4].[OH-].[Na+]>C(O)C>[CH2:1]([C:5]1[N:9]([CH2:10][C:11]2[CH:12]=[CH:13][C:14]([O:17][CH:18]([C:25]([OH:27])=[O:26])[C:19]3[CH:24]=[CH:23][CH:22]=[CH:21][CH:20]=3)=[CH:15][CH:16]=2)[C:8]2[CH:30]=[C:31]([NH:35][C:36]([CH:38]3[CH2:39][CH2:40][CH2:41][CH2:42][CH2:43]3)=[O:37])[CH:32]=[C:33]([CH3:34])[C:7]=2[N:6]=1)[CH2:2][CH2:3][CH3:4] |f:1.2|. Reported procedure: Prepared analogously to Example 1b from 2-n-butyl-4-methyl-1-[4-[(α-ethoxycarbonyl)benzyloxy]benzyl]-6-cyclohexylcarbonylaminobenzimidazole and 2N sodium hydroxide solution in ethanol. The reactants are COC1=C(C(=O)OC)C=CC(=C1)OC1=CC=CC=C1 (methyl 2-methoxy-4-phenoxybenzoate), O.[OH-].[Li+] (lithium hydroxide monohydrate), O1CCCC1 (tetrahydrofuran), Cl (hydrochloric acid). Run in O (water), CO (methanol). Conditions: temperature 20 celsius, time 4 hour. Yields the product COC1=C(C(=O)O)C=CC(=C1)OC1=CC=CC=C1 (2-methoxy-4-phenoxybenzoic acid). The yield is 81.9%. RXN SMILES: [CH3:1][O:2][C:3]1[CH:12]=[C:11]([O:13][C:14]2[CH:19]=[CH:18][CH:17]=[CH:16][CH:15]=2)[CH:10]=[CH:9][C:4]=1[C:5]([O:7]C)=[O:6].O.[OH-].[Li+].O1CCCC1.Cl>O.CO>[CH3:1][O:2][C:3]1[CH:12]=[C:11]([O:13][C:14]2[CH:19]=[CH:18][CH:17]=[CH:16][CH:15]=2)[CH:10]=[CH:9][C:4]=1[C:5]([OH:7])=[O:6] |f:1.2.3|. Procedure details: A mixture of methyl 2-methoxy-4-phenoxybenzoate (1.3 g, 5 mmol), lithium hydroxide monohydrate (571 mg, 13.6 mmol), tetrahydrofuran (150 mL), methanol (50 mL) and water (50 mL) was stirred at 20° C. for 4 hours. The mixture was adjusted to pH=1 with concentrated hydrochloric acid and then extracted with ethyl acetate (15 mL×3). The combined organic phase was dried by sodium sulfate, and then filtered. The filtrate was concentrated in vacuo to give 2-methoxy-4-phenoxybenzoic acid (1 g, 82%). Starting materials: C1CCOC1, CO, O=C(Cl)c1cccc(S(=O)(=O)Cl)c1. Yields the product COC(=O)c1cccc(S(=O)(=O)Cl)c1. As a reaction SMILES: [CH2:16]1[O:17][CH2:18][CH2:19][CH2:20]1.[CH3:14][OH:15].[Cl:1][C:2](=[O:3])[c:4]1[cH:5][c:6]([S:10](=[O:11])(=[O:12])[Cl:13])[cH:7][cH:8][cH:9]1>>[C:2](=[O:3])([c:4]1[cH:5][c:6]([S:10](=[O:11])(=[O:12])[Cl:13])[cH:7][cH:8][cH:9]1)[O:15][CH3:14]. Reactants: C(C)(C)(C)C=1C=C(C=CC1)N (3-tert-butyl-phenylamine), BrC1=C(C=C(C(=O)O)C=C1)F (4-bromo-3-fluoro-benzoic acid), CN(C)C=O (DMF), CCN=C=NCCCN(C)C (EDCI). Solvent: C(Cl)Cl (DCM). Run at time 8 hour. Yields the product BrC1=C(C=C(C(=O)NC2=CC(=CC=C2)C(C)(C)C)C=C1)F (4-Bromo-N-(3-tert-butyl-phenyl)-3-fluoro-benzamide). Reaction SMILES: [C:1]([C:5]1[CH:6]=[C:7]([NH2:11])[CH:8]=[CH:9][CH:10]=1)([CH3:4])([CH3:3])[CH3:2].[Br:12][C:13]1[CH:21]=[CH:20][C:16]([C:17](O)=[O:18])=[CH:15][C:14]=1[F:22].CN(C=O)C.CCN=C=NCCCN(C)C>C(Cl)Cl>[Br:12][C:13]1[CH:21]=[CH:20][C:16]([C:17]([NH:11][C:7]2[CH:8]=[CH:9][CH:10]=[C:5]([C:1]([CH3:4])([CH3:2])[CH3:3])[CH:6]=2)=[O:18])=[CH:15][C:14]=1[F:22]. Procedure details: To 3-tert-butyl-phenylamine was added 4-bromo-3-fluoro-benzoic acid, DMF (21 mL) and EDCI and were stirred at room temperature overnight. The reaction was diluted with DCM (8 mL) and was washed with HCl (1 M, 8 mL), NaOH (1 M, 8 mL), and brine (5 mL), dried over Na2SO4, and concentrated by stream of nitrogen. The resulting viscous oil was purified by flash chromatography with increasing concentration ethyl acetate in hexanes to afford the product. LCMS calcd for C17H17FNO (m/e) 349, obsd 350 (M+... The reactants are [Na] (sodium), C(CO)O (ethane-1,2-diol), ClC1=CC=NC2=CC(=CC=C12)OC (4-chloro-7-methoxyquinoline). Run in O (H2O). Reaction conditions: temperature 50 celsius, time 20 minute. Yields the product COC1=CC=C2C(=CC=NC2=C1)OCCO (2-(7-Methoxyquinolin-4-yloxy)ethanol). Yield: 98.7%. Reaction SMILES: [Na].[CH2:2]([OH:5])[CH2:3][OH:4].Cl[C:7]1[C:16]2[C:11](=[CH:12][C:13]([O:17][CH3:18])=[CH:14][CH:15]=2)[N:10]=[CH:9][CH:8]=1>O>[CH3:18][O:17][C:13]1[CH:12]=[C:11]2[C:16]([C:7]([O:4][CH2:3][CH2:2][OH:5])=[CH:8][CH:9]=[N:10]2)=[CH:15][CH:14]=1 |^1:0|. Procedure details: In a 1 L RBF under nitrogen was placed sodium (15 g, 652 mmol) cubes. The flask was cooled in an ice bath and ethane-1,2-diol (150 ml, 2690 mmol) was added slowly through an addition funnel (15 min). The cooling bath was removed and the reaction mixture was allowed to warm to 50° C. until all the sodium disappeared. After 20 min, the mixture was heated to 110° C. and 4-chloro-7-methoxyquinoline (69 g, 356 mmol) was added. After 12 h, the mixture was cooled to room temperature and was diluted wit... The reactants are N1(C=NC2=C1C=CC=C2)C2=C1N=CNC1=NC(=N2)Cl (6-(1H-benzimidazol-1-yl)-2-chloro-9H-purine), N[C@@H]1[C@H](CCCC1)N ((1S,2S)-(−)-1,2-diaminocyclohexane). Run in CS(=O)C (DMSO). Reaction conditions: temperature 120 celsius. Product: Cl.Cl.N1(C=NC2=C1C=CC=C2)C2=C1N=CNC1=NC(=N2)N[C@H]2[C@@H](CCCC2)N (Trans-N-[6-(1H-benzimidazol-1-yl)-9H-purin-2-yl]-1,2-cyclohexanediamine dihydrochloride). The yield is 74.5%. Reaction SMILES: [N:1]1([C:10]2[N:18]=[C:17]([Cl:19])[N:16]=[C:15]3[C:11]=2[N:12]=[CH:13][NH:14]3)[C:5]2[CH:6]=[CH:7][CH:8]=[CH:9][C:4]=2[N:3]=[CH:2]1.[NH2:20][C@H:21]1[CH2:26][CH2:25][CH2:24][CH2:23][C@@H:22]1[NH2:27]>CS(C)=O>[ClH:19].[ClH:19].[N:1]1([C:10]2[N:18]=[C:17]([NH:20][C@@H:21]3[CH2:26][CH2:25][CH2:24][CH2:23][C@H:22]3[NH2:27])[N:16]=[C:15]3[C:11]=2[N:12]=[CH:13][NH:14]3)[C:5]2[CH:6]=[CH:7][CH:8]=[CH:9][C:4]=2[N:3]=[CH:2]1 |f:3.4.5|. Reported procedure: 200 mg of product obtained in stage 1 above are mixed with 3 ml of DMSO and 420 mg (5 equivalents) of (1S,2S)-(−)-1,2-diaminocyclohexane, and the mixture is then heated at 120° C. for approximately 4 days. The mixture is allowed to return to ambient temperature. Purification is carried out by chromatography on silica with a CH2Cl2-MeOH—NH4OH: 95-5-0.33 mixture for eluent. 4 ml of ethanol and 4 ml of HCl-EtOH (hydrochloric acid-ethanol) are added. Evaporation to dryness is carried out and a paste... Starting materials: C(C)(=S)[O-].[K+] (Potassium thioacetate), Cl[C@@H](C(=O)O)CC1=CC=CC=C1 ((2R)-2-chloro-3-phenylpropionic acid), aqueous solution, S(=S)(=O)([O-])[O-].[Na+].[Na+] (sodium thiosulfate). Run in CN(C=O)C (dimethylformamide). Conditions: time 24 hour. The product is C(C)(=O)S[C@H](C(=O)O)CC1=CC=CC=C1 ((2S)-2-acetylthio-3-phenylpropionic acid). Isolated yield 83.4%. Reaction SMILES: [C:1]([O-:4])(=[S:3])[CH3:2].[K+].Cl[C@H:7]([CH2:11][C:12]1[CH:17]=[CH:16][CH:15]=[CH:14][CH:13]=1)[C:8]([OH:10])=[O:9].S([O-])([O-])(=O)=S.[Na+].[Na+]>CN(C)C=O>[C:1]([S:3][C@@H:7]([CH2:11][C:12]1[CH:17]=[CH:16][CH:15]=[CH:14][CH:13]=1)[C:8]([OH:10])=[O:9])(=[O:4])[CH3:2] |f:0.1,3.4.5|. Reported procedure: Potassium thioacetate (68 mg, 0.64 mmol) was added to a solution of 100 mg (0.54 mmol) of the (2R)-2-chloro-3-phenylpropionic acid obtained in Example 14 in 2 ml of dimethylformamide at room temperature, and the mixture was stirred for 24 hours. A 6% aqueous solution of sodium thiosulfate (0.5 ml) was added to the reaction mixture, and the whole mixture was extracted with 30 ml of ethyl acetate. The organic phase was washed with 3 ml of 6% sodium thiosulfate aqueous solution, 3 ml of water and 3...